Dataset: the Open Reaction Database (ORD), a public repository of structured organic reaction records. Task: describe an organic reaction: reactants, conditions, products, and yield The reactants are CC(C)(C)[O-], COCCO, O=Cc1c2ccccc2c(Cl)c2ccccc12, [K+], O. The product is COCCOc1c2ccccc2c(C=O)c2ccccc12. Reaction SMILES: [CH3:1][C:2]([CH3:3])([O-:4])[CH3:5].[CH3:24][O:25][CH2:26][CH2:27][OH:28].[Cl:7][c:8]1[c:9]2[cH:10][cH:11][cH:12][cH:13][c:14]2[c:15]([CH:22]=[O:23])[c:16]2[cH:17][cH:18][cH:19][cH:20][c:21]12.[K+:6].[OH2:29]>>[c:8]1([O:28][CH2:27][CH2:26][O:25][CH3:24])[c:9]2[cH:10][cH:11][cH:12][cH:13][c:14]2[c:15]([CH:22]=[O:23])[c:16]2[cH:17][cH:18][cH:19][cH:20][c:21]12. Starting materials: ClC=1C2=C(N=CN1)C=CS2 (4-Chlorothieno[3,2-d]pyrimidine), COC=1C=C(N)C=CC1OCC1=C(C=CC=C1)OC (3-methoxy-4-(2-methoxybenzyloxy)aniline). Yields the product Cl.COC=1C=C(NC=2C3=C(N=CN2)C=CS3)C=CC1OCC1=C(C=CC=C1)OC (4-[3-Methoxy-4-(2-methoxybenzyloxy)anilino]thieno[3,2-d]pyrimidine hydrochloride). Run in CC(C)O (2-propanol). Procedure details: 4-Chlorothieno[3,2-d]pyrimidine (0.102 g, 0.60 mmol) and 3-methoxy-4-(2-methoxybenzyloxy)aniline (prepared according to the published method: WO 96/09294) (0.181 g, 0.70 mmol) were reacted in 2-propanol (3 ml) for 75 minutes according to Procedure A. The product was obtained as off-white prisms (0.211 g, 82%) with m.p. 207-208° C.; (Found: C, 58.55; H, 4.76; N, 9.53. C21H19N3O3S.HCl requires: C, 58.55; H, 4.69; N, 9.77%); δH [2H6]-DMSO 8.85 (1H, s, 2-H), 8.41 (1H, d, J 7, 6 H or 7 H) 7.55 (1H, d... As a reaction SMILES: [Cl:1][C:2]1[C:3]2[S:10][CH:9]=[CH:8][C:4]=2[N:5]=[CH:6][N:7]=1.[CH3:11][O:12][C:13]1[CH:14]=[C:15]([CH:17]=[CH:18][C:19]=1[O:20][CH2:21][C:22]1[CH:27]=[CH:26][CH:25]=[CH:24][C:23]=1[O:28][CH3:29])[NH2:16]>CC(O)C>[ClH:1].[CH3:11][O:12][C:13]1[CH:14]=[C:15]([CH:17]=[CH:18][C:19]=1[O:20][CH2:21][C:22]1[CH:27]=[CH:26][CH:25]=[CH:24][C:23]=1[O:28][CH3:29])[NH:16][C:2]1[C:3]2[S:10][CH:9]=[CH:8][C:4]=2[N:5]=[CH:6][N:7]=1 |f:3.4|. Yield: 82.0%. Starting materials: CC1=C(N=CN1)C1=CC=C(C=C1)[N+](=O)[O-] (5-methyl-4-(4-nitrophenyl)-1-H-imidazole), [H][H] (hydrogen). Reagents/catalysts: [Pd] (Pd). The solvent is CO (methanol). Yields the product CC1=C(N=CN1)C1=CC=C(C=C1)N (5-methyl-4-(4-aminophenyl)-1-H-imidazole). Isolated yield 88.0%. RXN SMILES: [CH3:1][C:2]1[NH:6][CH:5]=[N:4][C:3]=1[C:7]1[CH:12]=[CH:11][C:10]([N+:13]([O-])=O)=[CH:9][CH:8]=1.[H][H]>CO.[Pd]>[CH3:1][C:2]1[NH:6][CH:5]=[N:4][C:3]=1[C:7]1[CH:12]=[CH:11][C:10]([NH2:13])=[CH:9][CH:8]=1. Procedure: Sixty grams of 5-methyl-4-(4-nitrophenyl)-1-H-imidazole dissolved in methanol was hydrogenated in the presence of 0.7 gm of 5% Pd catalyst at atmospheric pressure and at room temperature. When the calculated amount of hydrogen was taken up, the catalyst was filtered off, and the solution was evaporated to dryness to yield 45 gm of 5-methyl-4-(4-aminophenyl)-1-H-imidazole. The reactants are COC([C@H]1N(C[C@H](C1)O)C(=O)OC(C)(C)C)=O (N-Boc-cis-4-hydroxy-L-proline methylester), ClC=1C=C(C=CC1Cl)O (3,4-dichlorophenol). Product: ClC=1C=C(O[C@H]2C[C@H](NC2)C(=O)OC)C=CC1Cl (Methyl (2S,4S)-4-(3,4-dichlorophenoxy)-2-pyrrolidinecarboxylate). As a reaction SMILES: [CH3:1][O:2][C:3](=[O:17])[C@@H:4]1[CH2:8][C@H:7]([OH:9])[CH2:6][N:5]1C(OC(C)(C)C)=O.[Cl:18][C:19]1[CH:20]=[C:21](O)[CH:22]=[CH:23][C:24]=1[Cl:25]>>[Cl:18][C:19]1[CH:20]=[C:21]([CH:22]=[CH:23][C:24]=1[Cl:25])[O:9][C@@H:7]1[CH2:6][NH:5][C@H:4]([C:3]([O:2][CH3:1])=[O:17])[CH2:8]1. Procedure: The compound was prepared by analogy with Example 217(ii) from N-Boc-cis-4-hydroxy-L-proline methylester and 3,4-dichlorophenol.